Dataset: the Open Reaction Database (ORD), a public repository of structured organic reaction records. Task: describe an organic reaction: reactants, conditions, products, and yield Reactants: BrN1C(CCC1=O)=O (N-bromosuccinimide), CSC (dimethylsulfide), ClC=1C=CC(N(C1)C1=CC=C(C=C1)CO)=O (5-Chloro-1-(4-hydroxymethyl-phenyl)-1H-pyridin-2-one), O (water). Run in C(Cl)Cl (CH2Cl2), C(Cl)Cl (CH2Cl2). Conditions: temperature -20 celsius, time 6 hour. Product: BrCC1=CC=C(C=C1)N1C(C=CC(=C1)Cl)=O (1-(4-Bromomethyl-phenyl)-5-chloro-1H-pyridin-2-one). As a reaction SMILES: [Br:1]N1C(=O)CCC1=O.CSC.[Cl:12][C:13]1[CH:14]=[CH:15][C:16](=[O:27])[N:17]([C:19]2[CH:24]=[CH:23][C:22]([CH2:25]O)=[CH:21][CH:20]=2)[CH:18]=1.O>C(Cl)Cl>[Br:1][CH2:25][C:22]1[CH:23]=[CH:24][C:19]([N:17]2[CH:18]=[C:13]([Cl:12])[CH:14]=[CH:15][C:16]2=[O:27])=[CH:20][CH:21]=1. Reported procedure: To N-bromosuccinimide (0.166 g, 0.929 mmol) in CH2Cl2 (3 mL) at 0° C. was added dimethylsulfide (0.082 mL, 1.11 mmol). The resulting suspension was cooled to -20° C. and a solution of the alcohol from Step 1 (0.146 g, 0.62 mmol) in CH2Cl2 was added dropwise over 2 minutes. The reaction mixture was stirred at 0° C. for 6 hrs and then poured into water and extracted with CH2Cl2. The extracts were dried (Na2SO4) and evaporated in vacuo. The residue was chromatographed (silica gel, EtOAc: CH2Cl2 1:1... Starting materials: [BH4-], C1CCOC1, O=[N+]([O-])c1ccccc1S(=O)(=O)Nc1ccc(Cl)cn1, [Na+]. Yields the product Nc1ccccc1S(=O)(=O)Nc1ccc(Cl)cn1. Reaction SMILES: [BH4-:21].[CH2:23]1[O:24][CH2:25][CH2:26][CH2:27]1.[Cl:1][c:2]1[cH:3][cH:4][c:5]([NH:8][S:9](=[O:10])(=[O:11])[c:12]2[c:13]([N+:18]([O-:19])=[O:20])[cH:14][cH:15][cH:16][cH:17]2)[n:6][cH:7]1.[Na+:22]>>[Cl:1][c:2]1[cH:3][cH:4][c:5]([NH:8][S:9](=[O:10])(=[O:11])[c:12]2[c:13]([NH2:18])[cH:14][cH:15][cH:16][cH:17]2)[n:6][cH:7]1. The reactants are CCCCCCC(C)O, O=[N+]([O-])c1ccccc1O, COC(=O)c1ccc(-c2ccc(O)c([N+](=O)[O-])c2)cc1. The product is CCCCCCC(C)Oc1ccc(-c2ccc(C(=O)OC)cc2)cc1[N+](=O)[O-]. RXN SMILES: [CH3:21][CH:22]([CH2:23][CH2:24][CH2:25][CH2:26][CH2:27][CH3:28])[OH:29].[N+:30]([c:31]1[cH:32][cH:33][cH:34][cH:35][c:36]1[OH:37])([O-:38])=[O:39].[OH:1][c:2]1[c:3]([N+:18](=[O:19])[O-:20])[cH:4][c:5](-[c:8]2[cH:9][cH:10][c:11]([C:14](=[O:15])[O:16][CH3:17])[cH:12][cH:13]2)[cH:6][cH:7]1>>[O:1]([c:2]1[c:3]([N+:18](=[O:19])[O-:20])[cH:4][c:5](-[c:8]2[cH:9][cH:10][c:11]([C:14](=[O:15])[O:16][CH3:17])[cH:12][cH:13]2)[cH:6][cH:7]1)[CH:22]([CH3:21])[CH2:23][CH2:24][CH2:25][CH2:26][CH2:27][CH3:28]. The reactants are CO, CCOC(C)=O, COC(=O)CC(NS(=O)C(C)(C)C)(c1cc(F)cc(C(F)(F)F)c1)c1ccc(Cl)cn1, Cl, C1COCCO1. The product is COC(=O)CC(N)(c1cc(F)cc(C(F)(F)F)c1)c1ccc(Cl)cn1. As a reaction SMILES: [CH3:33][OH:34].[CH3:41][CH2:42][O:43][C:44]([CH3:45])=[O:46].[Cl:1][c:2]1[cH:3][cH:4][c:5]([C:8]([CH2:9][C:10](=[O:11])[O:12][CH3:13])([NH:14][S:15]([C:16]([CH3:17])([CH3:18])[CH3:19])=[O:20])[c:21]2[cH:22][c:23]([F:31])[cH:24][c:25]([C:27]([F:28])([F:29])[F:30])[cH:26]2)[n:6][cH:7]1.[ClH:32].[O:35]1[CH2:36][CH2:37][O:38][CH2:39][CH2:40]1>>[Cl:1][c:2]1[cH:3][cH:4][c:5]([C:8]([CH2:9][C:10](=[O:11])[O:12][CH3:13])([NH2:14])[c:21]2[cH:22][c:23]([F:31])[cH:24][c:25]([C:27]([F:28])([F:29])[F:30])[cH:26]2)[n:6][cH:7]1. The reactants are CCCCCCCCCCOc1cnc(-c2ccc(C(=O)O)cc2)nc1, O=S(Cl)Cl. The product is CCCCCCCCCCOc1cnc(-c2ccc(C(=O)O)cc2)nc1, [Cl-]. Reaction SMILES: [CH2:1]([CH2:2][CH2:3][CH2:4][CH2:5][CH2:6][CH2:7][CH2:8][CH2:9][CH3:10])[O:11][c:12]1[cH:13][n:14][c:15](-[c:18]2[cH:19][cH:20][c:21]([C:22](=[O:23])[OH:24])[cH:25][cH:26]2)[n:16][cH:17]1.[S:27]([Cl:28])([Cl:29])=[O:30]>>[CH2:1]([CH2:2][CH2:3][CH2:4][CH2:5][CH2:6][CH2:7][CH2:8][CH2:9][CH3:10])[O:11][c:12]1[cH:13][n:14][c:15](-[c:18]2[cH:19][cH:20][c:21]([C:22](=[O:23])[OH:24])[cH:25][cH:26]2)[n:16][cH:17]1.[Cl-:29]. The reactants are N1CC(C1)C=1C=CC2=C(N3N=C(C=C3CCO2)C=2N(N=CN2)C(C)C)C1 (9-azetidin-3-yl-2-(2-isopropyl-2H-[1,2,4]triazol-3-yl)-4,5-dihydro-6-oxa-1,10b-diaza-benzo[e]azulene), C(CO)(=O)O (glycolic acid). Yields the product OCC(=O)N1CC(C1)C1=CC2=C(OCCC=3N2N=C(C3)C3=NC=NN3C(C)C)C=C1 (2-hydroxy-1-(3-(2-(1-isopropyl-1H-1,2,4-triazol-5-yl)-4,5-dihydrobenzo[b]pyrazolo[1,5-d][1,4]oxazepin-9-yl)azetidin-1-yl)ethanone). Reaction SMILES: [NH:1]1[CH2:4][CH:3]([C:5]2[CH:6]=[CH:7][C:8]3[O:17][CH2:16][CH2:15][C:14]4[N:10]([N:11]=[C:12]([C:18]5[N:19]([CH:23]([CH3:25])[CH3:24])[N:20]=[CH:21][N:22]=5)[CH:13]=4)[C:9]=3[CH:26]=2)[CH2:2]1.[C:27](O)(=[O:30])[CH2:28][OH:29]>>[OH:30][CH2:27][C:28]([N:1]1[CH2:2][CH:3]([C:5]2[CH:6]=[CH:7][C:8]3[O:17][CH2:16][CH2:15][C:14]4[N:10]([N:11]=[C:12]([C:18]5[N:19]([CH:23]([CH3:24])[CH3:25])[N:20]=[CH:21][N:22]=5)[CH:13]=4)[C:9]=3[CH:26]=2)[CH2:4]1)=[O:29]. Procedure: Following the procedure for 116, 9-azetidin-3-yl-2-(2-isopropyl-2H-[1,2,4]triazol-3-yl)-4,5-dihydro-6-oxa-1,10b-diaza-benzo[e]azulene was reacted with glycolic acid to give 150 as a white solid. 1H NMR (400 MHz, CDCl3): δ 7.95 (s, 1H); 7.87 (d, J=2.09 Hz, 1H); 7.28-7.21 (m, 1H); 7.24-7.19 (m, 1H); 6.87 (s, 1H); 5.68-5.59 (m, 1H); 4.60-4.48 (m, 4H); 4.20 (dd, J=9.89, 6.11 Hz, 1H); 4.16-4.07 (m, 1H); 4.05 (d, J=3.28 Hz, 2H); 4.03-3.96 (m, 1H); 3.18 (t, J=5.91 Hz, 2H); 1.58 (d, J=6.62 Hz, 6H). 1 Ex... The reactants are ClC=1C=C(C=CC1C(C(C(F)(F)F)(O)C1=CC(=NC=C1)Cl)C)OS(=O)(=O)C(F)(F)F (trifluoromethanesulfonic acid 3-chloro-4-[2-(2-chloro-pyridin-4-yl)-3,3,3-trifluoro-2-hydroxy-1-methyl-propyl]-phenyl ester), C(C)OC(=O)C=1C=C(C=CC1)B(O)O (3-ethoxycarbonylphenylboronic acid). The product is C(C)OC(=O)C=1C=C(C=CC1)C1=CC(=C(C=C1)C(C(C(F)(F)F)(O)C1=CC(=NC=C1)Cl)C)Cl (3′-Chloro-4′-[2-(2-chloro-pyridin-4-yl)-3,3,3-trifluoro-2-hydroxy-1-methyl-propyl]-biphenyl-3-carboxylic acid ethyl ester). RXN SMILES: [Cl:1][C:2]1[CH:3]=[C:4](OS(C(F)(F)F)(=O)=O)[CH:5]=[CH:6][C:7]=1[CH:8]([CH3:22])[C:9]([C:15]1[CH:20]=[CH:19][N:18]=[C:17]([Cl:21])[CH:16]=1)([OH:14])[C:10]([F:13])([F:12])[F:11].[CH2:31]([O:33][C:34]([C:36]1[CH:37]=[C:38](B(O)O)[CH:39]=[CH:40][CH:41]=1)=[O:35])[CH3:32]>>[CH2:31]([O:33][C:34]([C:36]1[CH:41]=[C:40]([C:4]2[CH:5]=[CH:6][C:7]([CH:8]([CH3:22])[C:9]([C:15]3[CH:20]=[CH:19][N:18]=[C:17]([Cl:21])[CH:16]=3)([OH:14])[C:10]([F:12])([F:11])[F:13])=[C:2]([Cl:1])[CH:3]=2)[CH:39]=[CH:38][CH:37]=1)=[O:35])[CH3:32]. Procedure details: In analogy to Example 49, trifluoromethanesulfonic acid 3-chloro-4-[2-(2-chloro-pyridin-4-yl)-3,3,3-trifluoro-2-hydroxy-1-methyl-propyl]-phenyl ester) (Example 26, step 1) was reacted with 3-ethoxycarbonylphenylboronic acid at 70° C. 4 h to give the title compound as a colorless white solid. MS (m/e)=498.1 [M+H+]. Reactants: CN1[C@H](C(=O)OC(C)(C)C)C(CC1=O)C (1,1-Dimethylethyl 1,3-dimethyl-5-oxoprolinate), FC(C(=O)O)(F)F (trifluoroacetic acid), FC(C(=O)O)(F)F (trifluoroacetic acid), material. Run in ClCCl (dichloromethane), ClCCl (dichloromethane). Run at time 5 hour. Yields the product CN1[C@H](C(=O)O)C(CC1=O)C (1,3-dimethyl-5-oxoproline). The yield is 133.6%. Reaction SMILES: [CH3:1][N:2]1[C:13](=[O:14])[CH2:12][CH:11]([CH3:15])[C@H:3]1[C:4]([O:6]C(C)(C)C)=[O:5].FC(F)(F)C(O)=O>ClCCl>[CH3:1][N:2]1[C:13](=[O:14])[CH2:12][CH:11]([CH3:15])[C@H:3]1[C:4]([OH:6])=[O:5]. Procedure details: 1,1-Dimethylethyl 1,3-dimethyl-5-oxoprolinate (0.770 g, 3.62 mmol) was suspended in dichloromethane (5 ml) and treated with trifluoroacetic acid (0.4 ml, 5.4 mmol). The mixture was stirred for 5 hrs and then evaporated. Azeotroping the resulting residue with toluene then gave unreacted starting material (0.600 g). This was again taken up in dichloromethane (2 ml) and treated with trifluoroacetic acid (2 ml) once more. After stirring for 2 hrs the mixture was evaporated and the residue again azeo... Reactants: C1CCCC=2C(C3=CC=CC=C3C(C12)=O)=O (tetrahydroanthraquinone), C1=CC=CC2=CC=CC=C12 (naphthalene), C1CCCC=2C(C3=CC=CC=C3C(C12)=O)=O (tetrahydroanthraquinone), C1=CC=CC2=CC=CC=C12 (naphthalene). The product is C1=CC=CC=2C(C3=CC=CC=C3C(C12)=O)=O (anthraquinone). As a reaction SMILES: [CH2:1]1[C:14]2[C:13](=[O:15])[C:12]3[C:7](=[CH:8][CH:9]=[CH:10][CH:11]=3)[C:6](=[O:16])[C:5]=2[CH2:4][CH2:3][CH2:2]1.C1C2C(=CC=CC=2)C=CC=1>>[CH:8]1[C:7]2[C:6](=[O:16])[C:5]3[C:14](=[CH:1][CH:2]=[CH:3][CH:4]=3)[C:13](=[O:15])[C:12]=2[CH:11]=[CH:10][CH:9]=1. Procedure details: In the process according to U.S. Pat. No. 2,938,913, the mixture which is present after the Diels-Alder reaction and which contains tetrahydroanthraquinone, solvent and naphthalene is first treated with aqueous alkali, an aqueous alkaline solution of salts of tetrahydroanthraquinone and a mixture of solvent and naphthalene being obtained. Crude solid anthraquinone is isolated from the solution containing the salts of tetrahydroanthraquinone by passing air through this solution and filtering off ...